This data is from the Open Reaction Database (ORD), a public repository of structured organic reaction records. The task is: describe an organic reaction: reactants, conditions, products, and yield Product: COCCNC1=CC=C(C(=O)C2=CC=C(C=C2)NC(C2=CC=C(C=C2)N2CCOCC2)=O)C=C1 (N-(4-(4-(2-Methoxyethylamino)benzoyl)phenyl)-4-morpholinobenzamide). Reaction SMILES: [NH2:1][C:2]1[CH:16]=[CH:15][C:5]([C:6]([C:8]2[CH:13]=[CH:12][C:11]([NH2:14])=[CH:10][CH:9]=2)=[O:7])=[CH:4][CH:3]=1.[O:17]1[CH2:22][CH2:21][N:20]([C:23]2[CH:31]=[CH:30][C:26]([C:27]([O-:29])=O)=[CH:25][CH:24]=2)[CH2:19][CH2:18]1>>[CH3:22][O:17][CH2:18][CH2:19][NH:1][C:2]1[CH:16]=[CH:15][C:5]([C:6]([C:8]2[CH:13]=[CH:12][C:11]([NH:14][C:27](=[O:29])[C:26]3[CH:25]=[CH:24][C:23]([N:20]4[CH2:19][CH2:18][O:17][CH2:22][CH2:21]4)=[CH:31][CH:30]=3)=[CH:10][CH:9]=2)=[O:7])=[CH:4][CH:3]=1. Reactants: NC1=CC=C(C(=O)C2=CC=C(C=C2)N)C=C1 (4,4′-diaminobenzophenone), O1CCN(CC1)C1=CC=C(C(=O)[O-])C=C1 (4-morpholinobenzoate). Reported procedure: Compound 493 was prepared according to the procedure described in Scheme IV from 4,4′-diaminobenzophenone and 4-morpholinobenzoate. [M+H]+ calcd for C27H29N3O4: 460.06; found: 460.12.